From a dataset of the Open Reaction Database (ORD), a public repository of structured organic reaction records. describe an organic reaction: reactants, conditions, products, and yield Starting materials: C1(C=2C(C(N1C1CCC(CC1)=O)=O)=CC=CC2)=O (4-phthalimidocyclohexanone), N(N)C1=CC=C(C(=O)O)C=C1 (4-hydrazinobenzoic acid). Run in C(C)(=O)O (acetic acid). Run at time 12 hour. Yields the product C(=O)(O)C=1C=C2C=3CC(CCC3NC2=CC1)N1C(C=2C(C1=O)=CC=CC2)=O (6-carboxy-3-phthalimido-1,2,3,4-tetrahydrocarbazole). Yield: 41.7%. As a reaction SMILES: [C:1]1(=[O:18])[N:5]([CH:6]2[CH2:11][CH2:10][C:9](=O)[CH2:8][CH2:7]2)[C:4](=[O:13])[C:3]2=[CH:14][CH:15]=[CH:16][CH:17]=[C:2]12.[NH:19]([C:21]1[CH:29]=[CH:28][C:24]([C:25]([OH:27])=[O:26])=[CH:23][CH:22]=1)N>C(O)(=O)C>[C:25]([C:24]1[CH:23]=[C:22]2[C:21](=[CH:29][CH:28]=1)[NH:19][C:9]1[CH2:10][CH2:11][CH:6]([N:5]3[C:4](=[O:13])[C:3]4=[CH:14][CH:15]=[CH:16][CH:17]=[C:2]4[C:1]3=[O:18])[CH2:7][C:8]2=1)([OH:27])=[O:26]. Reported procedure: A mixture of 4-phthalimidocyclohexanone (2.43 g) and 4-hydrazinobenzoic acid (1.52 g) were combined in acetic acid and boiled for 12 hours. The precipitate was filtered and washed with acetic acid (3×10 ml) and diethyl ether (3×10 ml) to give 6-carboxy-3-phthalimido-1,2,3,4-tetrahydrocarbazole (1.50 g) m.p. 345°-348° C. Starting materials: CC=1C=CC(=CC1)C (p-xylene), COCOC=1C=C(C(=O)Cl)C=C(C1)OCOC (3,5-bis(methoxymethoxy)benzoyl chloride), C(C)(=O)OC1=CC=C(C=C)C=C1 (4-acetoxystyrene), CN1CCOCC1 (N-methyl morpholine). Reagents/catalysts: catalyst, [Pd] (Pd), [Cl-].C(C)(C)C1=C(C(=CC=C1)C(C)C)[NH+]1CN(CC1)C1=C(C=CC=C1C(C)C)C(C)C (1,3-bis-(2,6-diisopropylphenyl)imidazolinium chloride). The solvent is CCOC(=O)C (EtOAc). Run at temperature 120 celsius, time 3.5 hour. Product: C(C)(=O)OC1=CC=C(C=CC2=CC(=CC(=C2)OCOC)OCOC)C=C1 (4′-acetoxy-3,5-bis(methoxymethoxy)stilbene). The yield is 58.6%. As a reaction SMILES: CC1C=CC(C)=CC=1.[CH3:9][O:10][CH2:11][O:12][C:13]1[CH:14]=[C:15]([CH:19]=[C:20]([O:22][CH2:23][O:24][CH3:25])[CH:21]=1)[C:16](Cl)=O.[C:26]([O:29][C:30]1[CH:37]=[CH:36][C:33]([CH:34]=C)=[CH:32][CH:31]=1)(=[O:28])[CH3:27].CN1CCOCC1>[Pd].[Cl-].C(C1C=CC=C(C(C)C)C=1[NH+]1CCN(C2C(C(C)C)=CC=CC=2C(C)C)C1)(C)C.CCOC(C)=O>[C:26]([O:29][C:30]1[CH:37]=[CH:36][C:33]([CH:34]=[CH:16][C:15]2[CH:14]=[C:13]([O:12][CH2:11][O:10][CH3:9])[CH:21]=[C:20]([O:22][CH2:23][O:24][CH3:25])[CH:19]=2)=[CH:32][CH:31]=1)(=[O:28])[CH3:27] |f:5.6|. Procedure: A 50 mL round bottom flask was charged with p-xylene (20 mL), Pd II catalyst (22.5 mg, 0.1 mmol), 1,3-bis-(2,6-diisopropylphenyl)imidazolinium chloride (42.7 mg, 0.1 mmol), 3,5-bis(methoxymethoxy)benzoyl chloride (2.42 g, 10 mmol), 4-acetoxystyrene (1.94 g, 12 mmol), and N-methyl morpholine (1.38 g, 12 mmol). The mixture was stirred at 120° C. for 3.5 h under nitrogen atmosphere. Then it was cooled to room temperature and EtOAc was added and filtered. The filtrate was washed with brine and dried... Starting materials: CC(CCCC1(C)OC(C(C)(C)C)OC1=O)C1CCC2C(O[Si](C)(C)C)CCCC12C, CCCC[N+](CCCC)(CCCC)CCCC, [F-], C1CCOC1. The product is CC(CCCC1(C)OC(C(C)(C)C)OC1=O)C1CCC2C(O)CCCC12C. Reaction SMILES: [CH3:1][Si:2]([O:3][CH:4]1[CH:5]2[CH2:6][CH2:7][CH:8]([CH:14]([CH2:15][CH2:16][CH2:17][C:18]3([CH3:28])[C:19](=[O:27])[O:20][CH:21]([C:23]([CH3:24])([CH3:25])[CH3:26])[O:22]3)[CH3:29])[C:9]2([CH3:13])[CH2:10][CH2:11][CH2:12]1)([CH3:30])[CH3:31].[CH3:33][CH2:34][CH2:35][CH2:36][N+:37]([CH2:38][CH2:39][CH2:40][CH3:41])([CH2:42][CH2:43][CH2:44][CH3:45])[CH2:46][CH2:47][CH2:48][CH3:49].[F-:32].[O:50]1[CH2:51][CH2:52][CH2:53][CH2:54]1>>[OH:3][CH:4]1[CH:5]2[CH2:6][CH2:7][CH:8]([CH:14]([CH2:15][CH2:16][CH2:17][C:18]3([CH3:28])[C:19](=[O:27])[O:20][CH:21]([C:23]([CH3:24])([CH3:25])[CH3:26])[O:22]3)[CH3:29])[C:9]2([CH3:13])[CH2:10][CH2:11][CH2:12]1. The reactants are C(C)(=O)O[BH-](OC(C)=O)OC(C)=O.[Na+] (Sodium triacetoxyborohydride), C(C1=CC=CC=C1)N(C=1N=C(C(=NC1)C=O)Cl)C(C)C (5-[benzyl(1-methylethyl)amino]-3-chloropyrazine-2-carbaldehyde), C(C1=CC=CC=C1)NCCO (N-benzylethanolamine), C(O)([O-])=O.[Na+] (sodium hydrogen carbonate). Run in C(C)#N (acetonitrile), C(C)(=O)O (acetic acid). Conditions: time 16 hour. Yields the product C(C1=CC=CC=C1)N(CCO)CC1=NC=C(N=C1Cl)N(C(C)C)CC1=CC=CC=C1 (2-[benzyl({5-[benzyl(1-methylethyl)amino]-3-chloropyrazin-2-yl}methyl)amino]ethanol). Isolated yield 93.5%. As a reaction SMILES: C(O[BH-](OC(=O)C)OC(=O)C)(=O)C.[Na+].[CH2:15]([N:22]([CH:32]([CH3:34])[CH3:33])[C:23]1[N:24]=[C:25]([Cl:31])[C:26]([CH:29]=O)=[N:27][CH:28]=1)[C:16]1[CH:21]=[CH:20][CH:19]=[CH:18][CH:17]=1.[CH2:35]([NH:42][CH2:43][CH2:44][OH:45])[C:36]1[CH:41]=[CH:40][CH:39]=[CH:38][CH:37]=1.C(=O)([O-])O.[Na+]>C(#N)C.C(O)(=O)C>[CH2:35]([N:42]([CH2:29][C:26]1[C:25]([Cl:31])=[N:24][C:23]([N:22]([CH2:15][C:16]2[CH:21]=[CH:20][CH:19]=[CH:18][CH:17]=2)[CH:32]([CH3:34])[CH3:33])=[CH:28][N:27]=1)[CH2:43][CH2:44][OH:45])[C:36]1[CH:41]=[CH:40][CH:39]=[CH:38][CH:37]=1 |f:0.1,4.5|. Reported procedure: Sodium triacetoxyborohydride (2.65 g) was added to a solution of 5-[benzyl(1-methylethyl)amino]-3-chloropyrazine-2-carbaldehyde (2.42 g), N-benzylethanolamine (1.42 g) and acetic acid (1.43 mL) in acetonitrile (14 mL), and the mixture was stirred at room temperature for 16 hr. The reaction mixture was basified with saturated aqueous sodium hydrogen carbonate solution, and extracted with ethyl acetate. The aqueous layer was extracted again with ethyl acetate. The combined organic layer was washed... As a reaction SMILES: Cl[CH:2]([CH:16]1[CH2:21][CH2:20][CH2:19][CH2:18][CH2:17]1)[C:3]1[CH:4]=[C:5]([C:9]2[CH:10]=[CH:11][C:12]([F:15])=[N:13][CH:14]=2)[O:6][C:7]=1[CH3:8].[NH2:22][C:23]1[CH:28]=[CH:27][C:26]([C:29]([NH:31][CH2:32][CH2:33][C:34]([O:36]CC)=[O:35])=[O:30])=[CH:25][CH:24]=1.C(=O)([O-])[O-].[Na+].[Na+].[I-].[Na+]>CN(C)C(=O)C.O>[CH:16]1([CH:2]([NH:22][C:23]2[CH:24]=[CH:25][C:26]([C:29]([NH:31][CH2:32][CH2:33][C:34]([OH:36])=[O:35])=[O:30])=[CH:27][CH:28]=2)[C:3]2[CH:4]=[C:5]([C:9]3[CH:14]=[N:13][C:12]([F:15])=[CH:11][CH:10]=3)[O:6][C:7]=2[CH3:8])[CH2:21][CH2:20][CH2:19][CH2:18][CH2:17]1 |f:2.3.4,5.6|. The solvent is CN(C(C)=O)C (N,N-dimethylacetamide), O (water). Run at temperature 80 celsius, time 8 hour. The yield is 60.4%. The product is C1(CCCCC1)C(C1=C(OC(=C1)C=1C=NC(=CC1)F)C)NC1=CC=C(C=C1)C(=O)NCCC(=O)O (3-({[4-({cyclohexyl[5-(6-fluoropyridin-3-yl)-2-methylfuran-3-yl]methyl}amino)phenyl]carbonyl}amino)propanoic acid). Reactants: ClC(C=1C=C(OC1C)C=1C=CC(=NC1)F)C1CCCCC1 (5-{4-[chloro(cyclohexyl)methyl]-5-methylfuran-2-yl}-2-fluoropyridine), NC1=CC=C(C=C1)C(=O)NCCC(=O)OCC (ethyl 3-{[(4-aminophenyl)carbonyl]amino}propanoate), C([O-])([O-])=O.[Na+].[Na+] (sodium carbonate), [I-].[Na+] (sodium iodide). Procedure details: A mixture of 5-{4-[chloro(cyclohexyl)methyl]-5-methylfuran-2-yl}-2-fluoropyridine (0.8 g), ethyl 3-{[(4-aminophenyl)carbonyl]amino}propanoate (0.7 g), sodium carbonate (0.3 g) and sodium iodide (0.5 g) in N,N-dimethylacetamide (10 mL) was stirred overnight at 80° C. The reaction mixture was poured into water, and the mixture was extracted with ethyl acetate. The organic layer was washed with saturated brine, and dried over magnesium sulfate. The solvent was evaporated under reduced pressure, and... Starting materials: C=CCc1c(O)c(OC)cc2ncnc(Nc3ccccc3)c12, CI, CC(C)=O, [K+], [K+], O=C([O-])[O-]. Yields the product C=CCc1c(OC)c(OC)cc2ncnc(Nc3ccccc3)c12. Reaction SMILES: [CH2:1]([CH:2]=[CH2:3])[c:4]1[c:5]2[c:6]([NH:17][c:18]3[cH:19][cH:20][cH:21][cH:22][cH:23]3)[n:7][cH:8][n:9][c:10]2[cH:11][c:12]([O:15][CH3:16])[c:13]1[OH:14].[CH3:30][I:31].[CH3:32][C:33](=[O:34])[CH3:35].[K+:24].[K+:25].[O-:26][C:27]([O-:28])=[O:29]>>[CH2:1]([CH:2]=[CH2:3])[c:4]1[c:5]2[c:6]([NH:17][c:18]3[cH:19][cH:20][cH:21][cH:22][cH:23]3)[n:7][cH:8][n:9][c:10]2[cH:11][c:12]([O:15][CH3:16])[c:13]1[O:14][CH3:27]. The reactants are COc1ccccc1CCCN1CC(C)NCC1C, c1ccccc1, O=C(Cl)c1ccco1. Product: COc1ccccc1CCCN1CC(C)N(C(=O)c2ccco2)CC1C, Cl. As a reaction SMILES: [CH3:1][O:2][c:3]1[c:4]([CH2:9][CH2:10][CH2:11][N:12]2[CH:13]([CH3:19])[CH2:14][NH:15][CH:16]([CH3:18])[CH2:17]2)[cH:5][cH:6][cH:7][cH:8]1.[cH:28]1[cH:29][cH:30][cH:31][cH:32][cH:33]1.[o:20]1[c:21]([C:25](=[O:26])[Cl:27])[cH:22][cH:23][cH:24]1>>[CH3:1][O:2][c:3]1[c:4]([CH2:9][CH2:10][CH2:11][N:12]2[CH:13]([CH3:19])[CH2:14][N:15]([C:25]([c:21]3[o:20][cH:24][cH:23][cH:22]3)=[O:26])[CH:16]([CH3:18])[CH2:17]2)[cH:5][cH:6][cH:7][cH:8]1.[ClH:27].